Dataset: the Open Reaction Database (ORD), a public repository of structured organic reaction records. Task: describe an organic reaction: reactants, conditions, products, and yield Starting materials: C1(CCCCC1)C1(CCCC1)C(=O)O (1-Cyclohexyl-1-cyclopentanecarboxylic acid), N[C@@H]1CN(CC1)CCC1=CC=CC=C1 ((S)-3-amino-1-(2-phenylethyl)pyrrolidine). Product: C1(=CC=CC=C1)CCN1C[C@H](CC1)NC(=O)C1(CCCC1)C1CCCCC1 ((S)-N-(1-(2-phenylethyl)pyrrolidin-3-yl)-1-cyclohexyl-1-cyclopentanecarboxamide). As a reaction SMILES: [CH:1]1([C:7]2([C:12]([OH:14])=O)[CH2:11][CH2:10][CH2:9][CH2:8]2)[CH2:6][CH2:5][CH2:4][CH2:3][CH2:2]1.[NH2:15][C@H:16]1[CH2:20][CH2:19][N:18]([CH2:21][CH2:22][C:23]2[CH:28]=[CH:27][CH:26]=[CH:25][CH:24]=2)[CH2:17]1>>[C:23]1([CH2:22][CH2:21][N:18]2[CH2:19][CH2:20][C@H:16]([NH:15][C:12]([C:7]3([CH:1]4[CH2:2][CH2:3][CH2:4][CH2:5][CH2:6]4)[CH2:8][CH2:9][CH2:10][CH2:11]3)=[O:14])[CH2:17]2)[CH:24]=[CH:25][CH:26]=[CH:27][CH:28]=1. Reported procedure: 1-Cyclohexyl-1-cyclopentanecarboxylic acid and (S)-3-amino-1-(2-phenylethyl)pyrrolidine were reacted under the same conditions as in Example 23 to give (S)-N-(1-(2-phenylethyl)pyrrolidin-3-yl)-1-cyclohexyl-1-cyclopentanecarboxamide. Starting materials: C(C)(C)(C)OC(=O)N[C@@H]1C=C[C@@](C1)(C(=O)OC)C(C)C (methyl (1S,4S)-4-[(tert-butoxycarbonyl)amino]-1-isopropylcyclopent-2-ene-1-carboxylate), O.[OH-].[Li+] (lithium hydroxide monohydrate). The solvent is C1CCOC1 (THF), CO (methanol), O (water). Run at time 18 hour. Product: C(C)(C)(C)OC(=O)N[C@@H]1C=C[C@@](C1)(C(=O)O)C(C)C ((1S,4S)-4-[(tert-Butoxycarbonyl)amino]-1-isopropylcyclopent-2-ene-1-carboxylic Acid). Yield: 97.1%. As a reaction SMILES: [C:1]([O:5][C:6]([NH:8][C@H:9]1[CH2:13][C@@:12]([CH:18]([CH3:20])[CH3:19])([C:14]([O:16]C)=[O:15])[CH:11]=[CH:10]1)=[O:7])([CH3:4])([CH3:3])[CH3:2].O.[OH-].[Li+]>C1COCC1.CO.O>[C:1]([O:5][C:6]([NH:8][C@H:9]1[CH2:13][C@@:12]([CH:18]([CH3:20])[CH3:19])([C:14]([OH:16])=[O:15])[CH:11]=[CH:10]1)=[O:7])([CH3:4])([CH3:3])[CH3:2] |f:1.2.3|. Procedure: To a solution of methyl (1S,4S)-4-[(tert-butoxycarbonyl)amino]-1-isopropylcyclopent-2-ene-1-carboxylate (18.42 g, 65 mmol) in THF (500 mL), methanol (500 mL) and water (100 mL) was added lithium hydroxide monohydrate (5.00 g, 119 mmol). The mixture was heated to reflux overnight. After 18 hours, TLC indicated a very trace amount of starting material. The organic solvents were removed in vacuo and the aqueous layer was extracted with ether (200 mL) to remove the unreacted starting material. The a... Reactants: CC(C)(C)OC(=O)c1cc(C#N)c(S(C)(=O)=O)s1, CO, CCOC(C)=O, NN, O. Yields the product CC(C)(C)OC(=O)c1cc(C#N)c(NN)s1. RXN SMILES: [C:1](#[N:2])[c:3]1[cH:4][c:5]([C:12](=[O:13])[O:14][C:15]([CH3:16])([CH3:17])[CH3:18])[s:6][c:7]1[S:8]([CH3:9])(=[O:10])=[O:11].[CH3:22][OH:23].[CH3:24][CH2:25][O:26][C:27](=[O:28])[CH3:29].[NH2:20][NH2:21].[OH2:19]>>[C:1](#[N:2])[c:3]1[cH:4][c:5]([C:12](=[O:13])[O:14][C:15]([CH3:16])([CH3:17])[CH3:18])[s:6][c:7]1[NH:20][NH2:21].